Dataset: the Open Reaction Database (ORD), a public repository of structured organic reaction records. Task: describe an organic reaction: reactants, conditions, products, and yield Starting materials: CO, COC(OC)OC, O=C(O)c1cccc([N+](=O)[O-])c1C(=O)O, O=S(=O)(O)O. The product is COC(=O)c1cccc([N+](=O)[O-])c1C(=O)O. As a reaction SMILES: [CH3:28][OH:29].[CH:16]([O:17][CH3:18])([O:19][CH3:20])[O:21][CH3:22].[N+:1](=[O:2])([O-:3])[c:4]1[c:5]([C:13](=[O:14])[OH:15])[c:6]([C:7](=[O:8])[OH:9])[cH:10][cH:11][cH:12]1.[S:23](=[O:24])(=[O:25])([OH:26])[OH:27]>>[N+:1](=[O:2])([O-:3])[c:4]1[c:5]([C:13](=[O:14])[OH:15])[c:6]([C:7](=[O:8])[O:9][CH3:16])[cH:10][cH:11][cH:12]1. Reactants: CCO, CSCCOc1ccccc1[N+](=O)[O-], Cl, [Na+], [OH-], O, O, Cl[Sn](Cl)(Cl)Cl. The product is CSCCOc1ccccc1N. Reaction SMILES: [CH2:25]([OH:26])[CH3:27].[CH3:8][S:9][CH2:10][CH2:11][O:12][c:13]1[c:14]([N+:19]([O-:20])=[O:21])[cH:15][cH:16][cH:17][cH:18]1.[ClH:22].[Na+:24].[OH-:23].[OH2:1].[OH2:2].[Sn:3]([Cl:4])([Cl:5])([Cl:6])[Cl:7]>>[CH3:8][S:9][CH2:10][CH2:11][O:12][c:13]1[c:14]([NH2:19])[cH:15][cH:16][cH:17][cH:18]1. Starting materials: COCCNC(=O)c1ccc(SC)c([N+](=O)[O-])c1, CCOC(C)=O, [H][H]. The product is COCCNC(=O)c1ccc(SC)c(N)c1. As a reaction SMILES: [CH3:1][O:2][CH2:3][CH2:4][NH:5][C:6]([c:7]1[cH:8][c:9]([N+:15]([O-:16])=[O:17])[c:10]([S:13][CH3:14])[cH:11][cH:12]1)=[O:18].[CH3:21][CH2:22][O:23][C:24](=[O:25])[CH3:26].[H:19][H:20]>>[CH3:1][O:2][CH2:3][CH2:4][NH:5][C:6]([c:7]1[cH:8][c:9]([NH2:15])[c:10]([S:13][CH3:14])[cH:11][cH:12]1)=[O:18].